Dataset: the Open Reaction Database (ORD), a public repository of structured organic reaction records. Task: describe an organic reaction: reactants, conditions, products, and yield Reactants: O=C(O)C(O)C1c2ccccc2-c2[nH]c(=O)c3nccn3c21, O=CC(=O)O, CNC(=O)Nc1ccc2c(c1)Cc1c-2[nH]c(=O)c2nccn12, CS(C)=O, Cl, [H-], [Na+], O, O. Product: CNC(=O)Nc1ccc2c(c1)C(C(O)C(=O)O)c1c-2[nH]c(=O)c2nccn12. Reaction SMILES: [C:1](=[O:2])([OH:3])[CH:4]([OH:5])[CH:6]1[c:7]2[cH:8][cH:9][cH:10][cH:11][c:12]2-[c:13]2[nH:14][c:15](=[O:22])[c:16]3[n:17]([c:18]21)[cH:19][cH:20][n:21]3.[C:46]([OH:47])(=[O:48])[CH:49]=[O:50].[CH3:23][NH:24][C:25]([NH:26][c:27]1[cH:28][cH:29][c:30]2[c:42]([cH:43]1)[CH2:41][c:40]1[c:31]-2[nH:32][c:33](=[O:34])[c:35]2[n:36]1[cH:37][cH:38][n:39]2)=[O:44].[CH3:55][S:56](=[O:57])[CH3:58].[ClH:53].[H-:51].[Na+:52].[OH2:45].[OH2:54]>>[C:1](=[O:2])([OH:3])[CH:4]([OH:5])[CH:6]1[c:7]2[cH:8][c:9]([NH:26][C:25]([NH:24][CH3:23])=[O:44])[cH:10][cH:11][c:12]2-[c:13]2[nH:14][c:15](=[O:22])[c:16]3[n:17]([c:18]21)[cH:19][cH:20][n:21]3. The reactants are CC=1CC2=CC(=CC(=C2C1C)C)C (2,3,4,6-Tetramethylindene), [Li]CCCC (nBuLi). Solvent: CCCCCC (hexane). Conditions: time 8 hour. Product: CC=1[CH-]C2=CC(=CC(=C2C1C)C)C.[Li+] (Lithium 2,3,4,6-Tetramethylindenide). Yield: 95.5%. As a reaction SMILES: [CH3:1][C:2]1[CH2:3][C:4]2[C:9]([C:10]=1[CH3:11])=[C:8]([CH3:12])[CH:7]=[C:6]([CH3:13])[CH:5]=2.[Li:14]CCCC>CCCCCC>[CH3:1][C:2]1[CH-:3][C:4]2[C:9]([C:10]=1[CH3:11])=[C:8]([CH3:12])[CH:7]=[C:6]([CH3:13])[CH:5]=2.[Li+:14] |f:3.4|. Procedure details: 2,3,4,6-Tetramethylindene (11.12 g, 64.52 mmol) was stirred in hexane (250 mL) as nBuLi (70 mmol, 28 mL of 2.5 M solution in hexane) was added slowly. This mixture was allowed to stir overnight. After the reaction period the desired product was isolated as an off-white solid via filtration and used without further purification or analysis (10.98 g, 95.5 percent yield). Starting materials: CC(=O)O, COc1cc(-c2nn(C)c(C(F)(F)F)c2Cl)c(F)cc1[N+](=O)[O-], [Fe]. Product: COc1cc(-c2nn(C)c(C(F)(F)F)c2Cl)c(F)cc1N. Reaction SMILES: [CH3:24][C:25](=[O:26])[OH:27].[Cl:1][c:2]1[c:3](-[c:12]2[c:13]([F:23])[cH:14][c:15]([N+:20]([O-:21])=[O:22])[c:16]([O:18][CH3:19])[cH:17]2)[n:4][n:5]([CH3:11])[c:6]1[C:7]([F:8])([F:9])[F:10].[Fe:28]>>[Cl:1][c:2]1[c:3](-[c:12]2[c:13]([F:23])[cH:14][c:15]([NH2:20])[c:16]([O:18][CH3:19])[cH:17]2)[n:4][n:5]([CH3:11])[c:6]1[C:7]([F:8])([F:9])[F:10]. Procedure details: (R)-2-[(S)-Pyridin-3-yl-(2-trifluoromethoxy-phenoxy)-methyl]-morpholine was synthesized via morpholin-2-yl-pyridin-3-yl-methanol from 3-bromopyridine and 2-trifluoromethoxyphenol according to general procedure C and was isolated as a gummy oil. MS (APCI): 355 [M+H]+. Starting materials: N1CC(OCC1)C(O)C=1C=NC=CC1 (morpholin-2-yl-pyridin-3-yl-methanol), BrC=1C=NC=CC1 (3-bromopyridine), FC(OC1=C(C=CC=C1)O)(F)F (2-trifluoromethoxyphenol). As a reaction SMILES: [NH:1]1[CH2:6][CH2:5][O:4][CH:3]([CH:7]([C:9]2[CH:10]=[N:11][CH:12]=[CH:13][CH:14]=2)[OH:8])[CH2:2]1.BrC1C=NC=CC=1.[F:22][C:23]([F:33])([F:32])[O:24][C:25]1[CH:30]=[CH:29][CH:28]=[CH:27][C:26]=1O>>[N:11]1[CH:12]=[CH:13][CH:14]=[C:9]([C@H:7]([O:8][C:26]2[CH:27]=[CH:28][CH:29]=[CH:30][C:25]=2[O:24][C:23]([F:22])([F:33])[F:32])[C@@H:3]2[O:4][CH2:5][CH2:6][NH:1][CH2:2]2)[CH:10]=1. Yields the product N1=CC(=CC=C1)[C@@H]([C@H]1CNCCO1)OC1=C(C=CC=C1)OC(F)(F)F ((R)-2-[(S)-Pyridin-3-yl-(2-trifluoromethoxy-phenoxy)-methyl]-morpholine). Starting materials: C(C1=CC=CC=C1)OC1=CC(N(C=C1)C1=CC=C(C=C1)O)=O (4-benzyloxy-1-(4-hydroxyphenyl)-1H-pyridin-2-one), FC1=CC=C(COC2=NC(N(C=C2)C2=CC=C(C=C2)O)=O)C=C1 (4-(4-fluorobenzyloxy)-1-(4-hydroxyphenyl)-1H-pyrimidin-2-one). Yields the product FC1=CC=C(COC2=NC(N(C=C2)C2=CC=C(C=C2)OCCN2CCCC2)=O)C=C1 (4-(4-fluorobenzyloxy)-1-{4-[2-(1-pyrrolidinyl)-ethoxy]phenyl}-1H-pyrimidin-2-one). Reaction SMILES: C(OC1[CH:14]=[CH:13][N:12]([C:15]2[CH:20]=[CH:19][C:18](O)=CC=2)C(=O)C=1)C1C=CC=CC=1.[F:23][C:24]1[CH:45]=[CH:44][C:27]([CH2:28][O:29][C:30]2[CH:35]=[CH:34][N:33]([C:36]3[CH:41]=[CH:40][C:39]([OH:42])=[CH:38][CH:37]=3)[C:32](=[O:43])[N:31]=2)=[CH:26][CH:25]=1>>[F:23][C:24]1[CH:25]=[CH:26][C:27]([CH2:28][O:29][C:30]2[CH:35]=[CH:34][N:33]([C:36]3[CH:41]=[CH:40][C:39]([O:42][CH2:14][CH2:13][N:12]4[CH2:15][CH2:20][CH2:19][CH2:18]4)=[CH:38][CH:37]=3)[C:32](=[O:43])[N:31]=2)=[CH:44][CH:45]=1. Procedure details: Step (3) of Example 12 was repeated except that 4-benzyloxy-1-(4-hydroxyphenyl)-1H-pyridin-2-one was replaced with 4-(4-fluorobenzyloxy)-1-(4-hydroxyphenyl)-1H-pyrimidin-2-one, to provide the title compound. Reactants: CO, COc1ccc(C#C[Si](C)(C)C)cc1C1NC(=O)CC(c2cccc(Cl)c2)C12C(=O)Nc1cc(Cl)ccc12, [Na+], [OH-]. Yields the product C#Cc1ccc(OC)c(C2NC(=O)CC(c3cccc(Cl)c3)C23C(=O)Nc2cc(Cl)ccc23)c1. RXN SMILES: [CH3:41][OH:42].[Cl:1][c:2]1[cH:3][cH:4][c:5]2[c:9]([cH:10]1)[NH:8][C:7](=[O:11])[C:6]21[CH:12]([c:25]2[c:26]([O:37][CH3:38])[cH:27][cH:28][c:29]([C:31]#[C:32][Si:33]([CH3:34])([CH3:35])[CH3:36])[cH:30]2)[NH:13][C:14](=[O:24])[CH2:15][CH:16]1[c:17]1[cH:18][c:19]([Cl:23])[cH:20][cH:21][cH:22]1.[Na+:40].[OH-:39]>>[Cl:1][c:2]1[cH:3][cH:4][c:5]2[c:9]([cH:10]1)[NH:8][C:7](=[O:11])[C:6]21[CH:12]([c:25]2[c:26]([O:37][CH3:38])[cH:27][cH:28][c:29]([C:31]#[CH:32])[cH:30]2)[NH:13][C:14](=[O:24])[CH2:15][CH:16]1[c:17]1[cH:18][c:19]([Cl:23])[cH:20][cH:21][cH:22]1. The reactants are C(C)(C)OCCOCC1=CC=C(OCC2CO2)C=C1 (1-[4-((2-isopropoxyethoxy)methyl)phenoxy]-2,3-epoxypropane), NCCOC1=CC=C(C=C1)C=1CCC(NN1)=O (6-[4-(2-aminoethoxy)-phenyl]-4,5-dihydro-3(2H)-pyridazinone). The product is C(C)(C)OCCOCC1=CC=C(OCC(CNCCOC2=CC=C(C=C2)C=2CCC(NN2)=O)O)C=C1 (6-[4-[2-[3-(4-((2-Isopropoxyethoxy)methyl)phenoxy)-2-hydroxypropylamino]ethoxy]phenyl]-4,5-dihydro-3(2H)-pyridazinone). Reaction SMILES: [CH:1]([O:4][CH2:5][CH2:6][O:7][CH2:8][C:9]1[CH:19]=[CH:18][C:12]([O:13][CH2:14][CH:15]2[O:17][CH2:16]2)=[CH:11][CH:10]=1)([CH3:3])[CH3:2].[NH2:20][CH2:21][CH2:22][O:23][C:24]1[CH:29]=[CH:28][C:27]([C:30]2[CH2:31][CH2:32][C:33](=[O:36])[NH:34][N:35]=2)=[CH:26][CH:25]=1>>[CH:1]([O:4][CH2:5][CH2:6][O:7][CH2:8][C:9]1[CH:19]=[CH:18][C:12]([O:13][CH2:14][CH:15]([OH:17])[CH2:16][NH:20][CH2:21][CH2:22][O:23][C:24]2[CH:25]=[CH:26][C:27]([C:30]3[CH2:31][CH2:32][C:33](=[O:36])[NH:34][N:35]=3)=[CH:28][CH:29]=2)=[CH:11][CH:10]=1)([CH3:3])[CH3:2]. Procedure: Prepared analogously to Example 1 from 1-[4-((2-isopropoxyethoxy)methyl)phenoxy]-2,3-epoxypropane and 6-[4-(2-aminoethoxy)-phenyl]-4,5-dihydro-3(2H)-pyridazinone. The reactants are CCO, ClCC1CO1, [Na+], O=C([O-])O, c1ccc(C(c2ccccc2)N2CCNCC2)cc1. Yields the product OC(CCl)CN1CCN(C(c2ccccc2)c2ccccc2)CC1. RXN SMILES: [CH3:30][CH2:31][OH:32].[Cl:1][CH2:2][CH:3]1[CH2:4][O:5]1.[Na+:10].[O-:6][C:7]([OH:8])=[O:9].[c:11]1([CH:17]([c:18]2[cH:19][cH:20][cH:21][cH:22][cH:23]2)[N:24]2[CH2:25][CH2:26][NH:27][CH2:28][CH2:29]2)[cH:12][cH:13][cH:14][cH:15][cH:16]1>>[Cl:1][CH2:2][CH:3]([CH2:4][N:27]1[CH2:26][CH2:25][N:24]([CH:17]([c:11]2[cH:12][cH:13][cH:14][cH:15][cH:16]2)[c:18]2[cH:19][cH:20][cH:21][cH:22][cH:23]2)[CH2:29][CH2:28]1)[OH:5].